This data is from the Open Reaction Database (ORD), a public repository of structured organic reaction records. The task is: describe an organic reaction: reactants, conditions, products, and yield Starting materials: C(C)(C)OC1=NC(=CC(=C1)C(=N)SC)C(F)(F)F (methyl 2-isopropoxy-6-(trifluoromethyl)pyridine-4-carbimidothioate), C(=O)NN (formic hydrazide), CN(C)C=O (DMF). The product is C(C)(C)OC1=NC(=CC(=C1)C1=NNC=N1)C(F)(F)F (2-isopropoxy-4-(1H-1,2,4-triazol-3-yl)-6-(trifluoromethyl)pyridine). Reaction SMILES: [CH:1]([O:4][C:5]1[CH:10]=[C:9]([C:11](SC)=[NH:12])[CH:8]=[C:7]([C:15]([F:18])([F:17])[F:16])[N:6]=1)([CH3:3])[CH3:2].[CH:19]([NH:21]N)=O.C[N:24](C=O)C>>[CH:1]([O:4][C:5]1[CH:10]=[C:9]([C:11]2[N:21]=[CH:19][NH:24][N:12]=2)[CH:8]=[C:7]([C:15]([F:18])([F:17])[F:16])[N:6]=1)([CH3:3])[CH3:2]. Procedure details: In a 50 ml capacity 3-neck round-bottomed flask attached with nitrogen bubbler, reflux condenser & magnetic stirrer methyl 2-isopropoxy-6-(trifluoromethyl)pyridine-4-carbimidothioate (5 g), formic hydrazide (0.431), dissolved in 50 ml DMF at RT for 20 min to form uncyclised form of 2-isopropoxy-4-(1H-1,2,4-triazol-3-yl)-6-(trifluoromethyl)pyridine which was confirmed by mass and on TLC as a polar spot as compared to starting material. Heated the reaction mixture at 80-90° C. for 6 h, which gave ... Reactants: crude residue, S(=O)(Cl)Cl (thionyl chloride), CN1CCN(CC1)C1=CC=C(C(=O)O)C=C1 (4-(4-methyl-piperazin-1-yl)-benzoic acid), C(C)(C)(C)OC(=O)N1N=C(C2=CC=C(C=C12)O[Si](C)(C)C(C)(C)C)N (3-amino-6-(tert-butyl-dimethyl-silanyloxy)-indazole-1-carboxylic acid tert-butyl ester), CCN(C(C)C)C(C)C (DIPEA). Reagents/catalysts: CN(C)C=O (DMF). Solvent: C(Cl)Cl.CO (DCM MeOH), C1CCOC1 (THF), C1CCOC1 (THF). Reaction conditions: temperature 50 celsius, time 5 hour. Yields the product C(C)(C)(C)OC(=O)N1N=C(C2=CC=C(C=C12)O[Si](C)(C)C(C)(C)C)NC(C1=CC=C(C=C1)N1CCN(CC1)C)=O (6-(tert-Butyl-dimethyl-silanyloxy)-3-[4-(4-methyl-piperazin-1-yl)-benzoylamino]-indazole-1-carboxylic acid tert-butyl ester). Yield: 66.7%. RXN SMILES: [CH3:1][N:2]1[CH2:7][CH2:6][N:5]([C:8]2[CH:16]=[CH:15][C:11]([C:12]([OH:14])=O)=[CH:10][CH:9]=2)[CH2:4][CH2:3]1.S(Cl)(Cl)=O.[C:21]([O:25][C:26]([N:28]1[C:36]2[C:31](=[CH:32][CH:33]=[C:34]([O:37][Si:38]([C:41]([CH3:44])([CH3:43])[CH3:42])([CH3:40])[CH3:39])[CH:35]=2)[C:30]([NH2:45])=[N:29]1)=[O:27])([CH3:24])([CH3:23])[CH3:22].CCN(C(C)C)C(C)C>C1COCC1.CN(C=O)C.C(Cl)Cl.CO>[C:21]([O:25][C:26]([N:28]1[C:36]2[C:31](=[CH:32][CH:33]=[C:34]([O:37][Si:38]([C:41]([CH3:44])([CH3:43])[CH3:42])([CH3:39])[CH3:40])[CH:35]=2)[C:30]([NH:45][C:12](=[O:14])[C:11]2[CH:10]=[CH:9][C:8]([N:5]3[CH2:4][CH2:3][N:2]([CH3:1])[CH2:7][CH2:6]3)=[CH:16][CH:15]=2)=[N:29]1)=[O:27])([CH3:24])([CH3:22])[CH3:23] |f:6.7|. Reported procedure: To a suspension of 4-(4-methyl-piperazin-1-yl)-benzoic acid (1.64 g, 7.48 mmol) in dry THF (50 ml), under argon atmosphere, at r.t., was added thionyl chloride (1.37 ml, 18.9 mmol) and 3 drops of dry DMF. The reaction mixture was heated to 50° C. and stirred for 5 h then the volatiles were removed under reduced pressure. The residue was taken up in dry toluene (50 ml), re-evaporated and the solid residue dried under high vacuum. The resultant crude 4-(4-methyl-piperazin-1-yl)-benzoyl chloride hy... Reaction conditions: time 8 hour. The yield is 34.0%. Reactants: C1(=CC=CC=C1)CCCCCCCCNC(C1=CC=C(C(=C1)C1=CC(=C(C=C1)F)Cl)OCCO)=O (N-(8-phenyloctyl)-4-(2-hydroxyethoxy)-5-(3-chloro-4-fluorophenyl)benzamide), C[N+]1(CCOCC1)[O-] (NMMO), CC#N (CH3CN), C[N+]1(CCOCC1)[O-] (NMMO), crude material, O (H2O), O (H2O). RXN SMILES: [C:1]1([CH2:7][CH2:8][CH2:9][CH2:10][CH2:11][CH2:12][CH2:13][CH2:14][NH:15][C:16](=[O:35])[C:17]2[CH:22]=[C:21]([C:23]3[CH:28]=[CH:27][C:26]([F:29])=[C:25]([Cl:30])[CH:24]=3)[C:20]([O:31][CH2:32][CH2:33][OH:34])=[CH:19][CH:18]=2)[CH:6]=[CH:5][CH:4]=[CH:3][CH:2]=1.C[N+]1([O-])CC[O:40]CC1.O.CC#N>C(Cl)Cl.CCC[N+](CCC)(CCC)CCC.[O-][Ru](=O)(=O)=O.CCOC(C)=O>[Cl:30][C:25]1[CH:24]=[C:23]([C:21]2[CH:22]=[C:17]([C:16](=[O:35])[NH:15][CH2:14][CH2:13][CH2:12][CH2:11][CH2:10][CH2:9][CH2:8][CH2:7][C:1]3[CH:6]=[CH:5][CH:4]=[CH:3][CH:2]=3)[CH:18]=[CH:19][C:20]=2[O:31][CH2:32][C:33]([OH:40])=[O:34])[CH:28]=[CH:27][C:26]=1[F:29] |f:5.6|. Reagents/catalysts: CCC[N+](CCC)(CCC)CCC.[O-][Ru](=O)(=O)=O (TPAP), CCC[N+](CCC)(CCC)CCC.[O-][Ru](=O)(=O)=O (TPAP). Procedure: To a solution of N-(8-phenyloctyl)-4-(2-hydroxyethoxy)-5-(3-chloro-4-fluorophenyl)benzamide (200 mg, 0.415 mmol) in 5 mL CH2Cl2 was added NMMO.H2O (96 mg, 0.712 mmol) and TPAP (12.5 mg, 0,0356 mmol). The reaction was stirred overnight and 50 mg, 0.14 mmol TPAP, 2 mL CH3CN, and 90 mg, 0.665 mmol NMMO.H2O were added and the reaction was stirred overnight. The reaction was worked up as in Step 3 of Example 135. The crude material was subjected to column chromatography (40% EtOAc:60% Hexanes) on HCO... The product is ClC=1C=C(C=CC1F)C1=C(C=CC(=C1)C(NCCCCCCCCC1=CC=CC=C1)=O)OCC(=O)O ([3′-Chloro-4′-fluoro-5-(8-phenyl-octylcarbamoyl)-biphenyl-2-yloxy]acetic acid). Solvent: C(Cl)Cl (CH2Cl2), CCOC(=O)C (EtOAc), Hexanes. Reactants: C1CCC2=NCCCN2CC1 (DBU), S(=O)(=O)(OC)OC (dimethyl sulphate), O1[C@@]23[C@@H]1C[C@@]1([C@]([C@@H](CC1C2C[C@@H](C2=CC(C=C[C@]32C)=O)F)C)(C(=O)O)OC(=O)C=3SC=CC3C)C (3-methylthiophene-2-carboxylic acid (6S,9S,10S,11S,13S,16R,17R)-9,11-epoxy-6-fluoro-17-carboxy-10,13,16-trimethyl-3-oxo-6,7,8,9,10,11,12,13,14,15,16,17-dodecahydro-3H-cyclopenta[a]phenanthren-17-yl ester). The solvent is C(C)(=O)OCC (ethyl acetate). Run at time 2 hour. Product: O1[C@@]23[C@@H]1C[C@@]1([C@]([C@@H](CC1C2C[C@@H](C2=CC(C=C[C@]32C)=O)F)C)(C(=O)OC)OC(=O)C=3SC=CC3C)C (3-methylthiophene-2-carboxylic acid (6S,9S,10S,11S,13S,16R,17R)-9,11-epoxy-6-fluoro-17-methoxycarbonyl-10,13,16-trimethyl-3-oxo-6,7,8,9,10,11,12,13,14,15,16,17-dodecahydro-3H-cyclopenta[a]phenanthren-17-yl ester). As a reaction SMILES: [O:1]1[C@H:3]2[CH2:4][C@@:5]3([CH3:35])[CH:9]([CH:10]4[CH2:11][C@H:12]([F:21])[C:13]5[C@@:18]([CH3:19])([C@:2]124)[CH:17]=[CH:16][C:15](=[O:20])[CH:14]=5)[CH2:8][C@@H:7]([CH3:22])[C@:6]3([O:26][C:27]([C:29]1[S:30][CH:31]=[CH:32][C:33]=1[CH3:34])=[O:28])[C:23]([OH:25])=[O:24].[CH2:36]1CCN2C(=NCCC2)CC1.S(OC)(OC)(=O)=O>C(OCC)(=O)C>[O:1]1[C@H:3]2[CH2:4][C@@:5]3([CH3:35])[CH:9]([CH:10]4[CH2:11][C@H:12]([F:21])[C:13]5[C@@:18]([CH3:19])([C@:2]124)[CH:17]=[CH:16][C:15](=[O:20])[CH:14]=5)[CH2:8][C@@H:7]([CH3:22])[C@:6]3([O:26][C:27]([C:29]1[S:30][CH:31]=[CH:32][C:33]=1[CH3:34])=[O:28])[C:23]([O:25][CH3:36])=[O:24]. Reported procedure: The product of Step 1 (11.1 g) is dissolved in ethyl acetate (200 mL). DBU (4.05 g) and dimethyl sulphate (3.36 g) are added sequentially and the reaction mixture is stirred at room temperature for 2 hours, then partitioned between ethyl acetate and water. The organic layer is washed with water and brine, dried over magnesium sulphate and evaporated. Crystallisation from methanol affords 3-methylthiophene-2-carboxylic acid (6S,9S,10S,11S,13S,16R,17R)-9,11-epoxy-6-fluoro-17-methoxycarbonyl-10,13,... The reactants are ClC(C(=O)C1=CC=C2CN(C3=C(CN21)C=CC=C3)C(=O)C3=CC(=C(C=C3)C3=C(C=CC=C3)C)C)(Cl)Cl (2,2,2-Trichloro-1-{10-[(2,2′-dimethyl-1,1′-biphenyl-4-yl)carbonyl]-10,11-dihydro-5H-pyrrolo[2,1-c][1,4]benzodiazepin-3-yl}ethanone), COC=1C=C(CN)C=C(C1)OC (3,5-dimethoxybenzylamine). Yields the product COC=1C=C(CNC(=O)C2=CC=C3CN(C4=C(CN32)C=CC=C4)C(=O)C4=CC(=C(C=C4)C4=C(C=CC=C4)C)C)C=C(C1)OC (N-(3,5-DIMETHOXYBENZYL)-10-[(2,2′-DIMETHYL-1,1′-BIPHENYL-4-YL)CARBONYL]-10,11-DIHYDRO-5H-PYRROLO[2,1-C][1,4]BENZODIAZEPINE-3-CARBOXAMIDE). RXN SMILES: ClC(Cl)(Cl)[C:3]([C:5]1[N:14]2[C:8]([CH2:9][N:10]([C:19]([C:21]3[CH:26]=[CH:25][C:24]([C:27]4[CH:32]=[CH:31][CH:30]=[CH:29][C:28]=4[CH3:33])=[C:23]([CH3:34])[CH:22]=3)=[O:20])[C:11]3[CH:18]=[CH:17][CH:16]=[CH:15][C:12]=3[CH2:13]2)=[CH:7][CH:6]=1)=[O:4].[CH3:37][O:38][C:39]1[CH:40]=[C:41]([CH:44]=[C:45]([O:47][CH3:48])[CH:46]=1)[CH2:42][NH2:43]>>[CH3:48][O:47][C:45]1[CH:44]=[C:41]([CH:40]=[C:39]([O:38][CH3:37])[CH:46]=1)[CH2:42][NH:43][C:3]([C:5]1[N:14]2[C:8]([CH2:9][N:10]([C:19]([C:21]3[CH:26]=[CH:25][C:24]([C:27]4[CH:32]=[CH:31][CH:30]=[CH:29][C:28]=4[CH3:33])=[C:23]([CH3:34])[CH:22]=3)=[O:20])[C:11]3[CH:18]=[CH:17][CH:16]=[CH:15][C:12]=3[CH2:13]2)=[CH:7][CH:6]=1)=[O:4]. Reported procedure: The title compound was synthesized in the manner of Example 13 from 2,2,2-trichloro-1-{10-[(2,2′-dimethyl-1,1′-biphenyl-4-yl)carbonyl]-10,11-dihydro-5H-pyrrolo[2,1-c][1,4]benzodiazepin-3-yl}ethanone of Example 6 and 3,5-dimethoxybenzylamine, m.p. 183-184° C. MS [(+)ESI, m/z]: 584 [M+H]+ RXN SMILES: [C:1]([C:2]([CH3:3])([CH3:4])[CH3:5])(=[O:6])[NH:7][c:8]1[c:9]([CH2:15][OH:16])[cH:10][cH:11][c:12]([Cl:14])[cH:13]1.[Cl:17][CH2:18][Cl:19]>>[C:1]([C:2]([CH3:3])([CH3:4])[CH3:5])(=[O:6])[NH:7][c:8]1[c:9]([CH:15]=[O:16])[cH:10][cH:11][c:12]([Cl:14])[cH:13]1. Yields the product CC(C)(C)C(=O)Nc1cc(Cl)ccc1C=O. Starting materials: CC(C)(C)C(=O)Nc1cc(Cl)ccc1CO, ClCCl. Reactants: O=C([O-])[O-], CC#N, [K+], [K+], O=C1CCc2cc(O)ccc2N1. Yields the product COc1ccc2c(c1)CCC(=O)N2. RXN SMILES: [C:13](=[O:14])([O-:15])[O-:16].[CH3:19][C:20]#[N:21].[K+:17].[K+:18].[OH:1][c:2]1[cH:3][c:4]2[c:9]([cH:10][cH:11]1)[NH:8][C:7](=[O:12])[CH2:6][CH2:5]2>>[O:1]([c:2]1[cH:3][c:4]2[c:9]([cH:10][cH:11]1)[NH:8][C:7](=[O:12])[CH2:6][CH2:5]2)[CH3:13]. Reactants: COC=1C=C(C=CC1OC)C=1SC=C(N1)CCl (2-(3,4-dimethoxyphenyl)-4-chloromethylthiazole), CN1CCNCC1 (N-methylpiperazine), [H-].[Na+] (sodium hydride). The solvent is CN(C=O)C (dimethylformamide). Conditions: time 14 hour. The product is COC=1C=C(C=CC1OC)C=1SC=C(N1)CN1CCN(CC1)C (2-(3,4-dimethoxyphenyl)-4-(4-methylpiperazinylmethyl)thiazole). Yield: 77.1%. Reaction SMILES: [CH3:1][O:2][C:3]1[CH:4]=[C:5]([C:11]2[S:12][CH:13]=[C:14]([CH2:16]Cl)[N:15]=2)[CH:6]=[CH:7][C:8]=1[O:9][CH3:10].[CH3:18][N:19]1[CH2:24][CH2:23][NH:22][CH2:21][CH2:20]1.[H-].[Na+]>CN(C)C=O>[CH3:1][O:2][C:3]1[CH:4]=[C:5]([C:11]2[S:12][CH:13]=[C:14]([CH2:16][N:22]3[CH2:23][CH2:24][N:19]([CH3:18])[CH2:20][CH2:21]3)[N:15]=2)[CH:6]=[CH:7][C:8]=1[O:9][CH3:10] |f:2.3|. Reported procedure: In 10 ml of dimethylformamide were dissolved 860 mg of 2-(3,4-dimethoxyphenyl)-4-chloromethylthiazole and 320 mg of N-methylpiperazine. Thereto was added 130 mg of sodium hydride. The mixture was stirred at room temperature for 14 hours. The solvent was removed by distillation. The residue was extracted with chloroform. The extract was water-washed, dried and subjected to distillation to remove the solvent. The residue was dissolved in ethanol. To the solution was added ethanol saturated with hy... Reactants: CC1=C(CO)C(=CC=C1)C (2,6-Dimethylbenzyl alcohol), S(=O)(Cl)Cl (thionyl chloride). Conditions: time 6 hour. Product: CC1=C(CCl)C(=CC=C1)C (2,6-Dimethylbenzyl Chloride). RXN SMILES: [CH3:1][C:2]1[CH:9]=[CH:8][CH:7]=[C:6]([CH3:10])[C:3]=1[CH2:4]O.S(Cl)([Cl:13])=O>>[CH3:1][C:2]1[CH:9]=[CH:8][CH:7]=[C:6]([CH3:10])[C:3]=1[CH2:4][Cl:13]. Procedure: To a stirred solution of 2,6-Dimethylbenzyl alcohol (9.94 g, 73 mmol) was added thionyl chloride (81.55 g, 685 mmol) at room temperature. The reaction mixture was stirred for 6 hours, concentrated under reduced pressure and used without further purification. Reactants: CC(=O)OC(C)=O, CC(=O)[O-], C=CC(O)C#CCCCCCCCCCCl, c1ccncc1. The product is CC(=O)O, C=CC(O)C#CCCCCCCCCCCl. RXN SMILES: [CH3:17][C:18](=[O:19])[O:20][C:21](=[O:22])[CH3:23].[CH3:24][C:25](=[O:26])[O-:27].[Cl:1][CH2:2][CH2:3][CH2:4][CH2:5][CH2:6][CH2:7][CH2:8][CH2:9][CH2:10][C:11]#[C:12][CH:13]([CH:14]=[CH2:15])[OH:16].[cH:28]1[cH:29][cH:30][n:31][cH:32][cH:33]1>>[CH3:17][C:18](=[O:19])[OH:20].[Cl:1][CH2:2][CH2:3][CH2:4][CH2:5][CH2:6][CH2:7][CH2:8][CH2:9][CH2:10][C:11]#[C:12][CH:13]([CH:14]=[CH2:15])[OH:16].